From a dataset of the Open Reaction Database (ORD), a public repository of structured organic reaction records. describe an organic reaction: reactants, conditions, products, and yield Starting materials: C1(CC1)C=1C(=CC(=C(C(=O)O)C1)F)OCC1(CCCCC1)C(F)(F)F (5-cyclopropyl-2-fluoro-4-((1-(trifluoromethyl)-cyclohexyl)methoxy)benzoic acid), N1(CCC1)S(=O)(=O)N (azetidine-1-sulfonamide), C1(CC1)C=1C(=CC(=C(C(=O)O)C1)F)OCC1CC(CCC1)(C)C (5-cyclopropyl-4-((3,3-dimethylcyclohexyl)-methoxy)-2-fluorobenzoic acid), CS(=O)(=O)N (methanesulfonamide). The product is N1(CCC1)S(=O)(=O)NC(C1=C(C=C(C(=C1)C1CC1)OCC1CC(CCC1)(C)C)F)=O (N-(azetidin-1-ylsulfonyl)-5-cyclopropyl-4-((3,3-dimethylcyclohexyl)-methoxy)-2-fluorobenzamide). RXN SMILES: C1(C2C(OCC3(C(F)(F)F)CCCCC3)=CC(F)=C(C=2)C(O)=O)CC1.[CH:26]1([C:29]2[C:30]([O:39][CH2:40][CH:41]3[CH2:46][CH2:45][CH2:44][C:43]([CH3:48])([CH3:47])[CH2:42]3)=[CH:31][C:32]([F:38])=[C:33]([CH:37]=2)[C:34](O)=[O:35])[CH2:28][CH2:27]1.CS(N)(=O)=O.[N:54]1([S:58]([NH2:61])(=[O:60])=[O:59])[CH2:57][CH2:56][CH2:55]1>>[N:54]1([S:58]([NH:61][C:34](=[O:35])[C:33]2[CH:37]=[C:29]([CH:26]3[CH2:28][CH2:27]3)[C:30]([O:39][CH2:40][CH:41]3[CH2:46][CH2:45][CH2:44][C:43]([CH3:48])([CH3:47])[CH2:42]3)=[CH:31][C:32]=2[F:38])(=[O:60])=[O:59])[CH2:57][CH2:56][CH2:55]1. Procedure details: Following the procedure as described in Example 158 step 5 and making variations as required to replace 5-cyclopropyl-2-fluoro-4-((1-(trifluoromethyl)-cyclohexyl)methoxy)benzoic acid with 5-cyclopropyl-4-((3,3-dimethylcyclohexyl)-methoxy)-2-fluorobenzoic acid and to replace methanesulfonamide with azetidine-1-sulfonamide, the title compound was obtained (0.12 g, 41%) as a colorless solid: 1H NMR (300 MHz, CDCl3) δ8.72-8.59 (m, 1H), 7.63-7.55 (m, 1H), 6.61-6.51 (m, 1H), 4.34-4.16 (m, 4H), 3.86-3.... Starting materials: Cc1cc(-c2nc(-c3ccc(OC(F)(F)F)cc3)no2)nn1Cc1cccc(N2CC(OC(=O)C(NC(=O)OC(C)(C)C)C(C)C)C2)c1, ClCCl, O=C(O)C(F)(F)F. The product is Cc1cc(-c2nc(-c3ccc(OC(F)(F)F)cc3)no2)nn1Cc1cccc(N2CC(OC(=O)C(N)C(C)C)C2)c1. RXN SMILES: [C:8]([O:9][C:10](=[O:11])[NH:15][CH:16]([CH:17]([CH3:18])[CH3:19])[C:20](=[O:21])[O:22][CH:23]1[CH2:24][N:25]([c:27]2[cH:28][c:29]([CH2:33][n:34]3[n:35][c:36](-[c:40]4[n:41][c:42](-[c:45]5[cH:46][cH:47][c:48]([O:51][C:52]([F:53])([F:54])[F:55])[cH:49][cH:50]5)[n:43][o:44]4)[cH:37][c:38]3[CH3:39])[cH:30][cH:31][cH:32]2)[CH2:26]1)([CH3:12])([CH3:13])[CH3:14].[Cl:56][CH2:57][Cl:58].[OH:1][C:2]([C:3]([F:4])([F:5])[F:6])=[O:7]>>[NH2:15][CH:16]([CH:17]([CH3:18])[CH3:19])[C:20](=[O:21])[O:22][CH:23]1[CH2:24][N:25]([c:27]2[cH:28][c:29]([CH2:33][n:34]3[n:35][c:36](-[c:40]4[n:41][c:42](-[c:45]5[cH:46][cH:47][c:48]([O:51][C:52]([F:53])([F:54])[F:55])[cH:49][cH:50]5)[n:43][o:44]4)[cH:37][c:38]3[CH3:39])[cH:30][cH:31][cH:32]2)[CH2:26]1. Reactants: [S-]C#N.[NH4+] (ammonium thiocyanate), NC1=CC=C(C=C1)C (4-toluidine), S(O)(O)(=O)=O (sulfuric acid), O.N (ammonia water), S(O)(O)(=O)=O (sulfuric acid). Solvent: C1(=CC=CC=C1)C (toluene). Reaction conditions: temperature 75 celsius, time 20 hour. The product is CC1=CC=C(C=C1)NC(=S)N (4-methylphenylthiourea). Isolated yield 78.5%. As a reaction SMILES: [NH2:1][C:2]1[CH:7]=[CH:6][C:5]([CH3:8])=[CH:4][CH:3]=1.S(=O)(=O)(O)O.[S-:14][C:15]#[N:16].[NH4+].O.N>C1(C)C=CC=CC=1>[CH3:8][C:5]1[CH:6]=[CH:7][C:2]([NH:1][C:15]([NH2:16])=[S:14])=[CH:3][CH:4]=1 |f:2.3,4.5|. Procedure: 10.7 g of 4-toluidine was added dropwise to 27% aqueous sulfuric acid solution which contains 5.4 g of sulfuric acid. After the reaction mixture was heated to 75° C., 8.4 g of ammonium thiocyanate in a solid state was slowly added thereto. Upon complete addition, the reaction mixture was stirred for 20 hours at 80° C. to 90° C. After adding toluene, the whole mixture was refluxed for one hour, cooled to room temperature and then adjusted to pH 7.5 to 8 by slowly adding ammonia water. The resulti... The reactants are [H-].[Al+3].[Li+].[H-].[H-].[H-] (lithium aluminum hydride), N1=C(C=CC2=CC=CC=C12)COC1=CC=C2CCCC(C2=C1)=O (3,4-dihydro-7-(2-quinolinylmethoxy)-1(2H)-naphthalenone). The solvent is O1CCCC1 (tetrahydrofuran). Yields the product N1=C(C=CC2=CC=CC=C12)COC1=CC=C2CCCC(C2=C1)O (1,2,3,4-Tetrahydro-7-(2-quinolinylmethoxy)-1-naphthalenol). Yield: 61.6%. As a reaction SMILES: [H-].[Al+3].[Li+].[H-].[H-].[H-].[N:7]1[C:16]2[C:11](=[CH:12][CH:13]=[CH:14][CH:15]=2)[CH:10]=[CH:9][C:8]=1[CH2:17][O:18][C:19]1[CH:28]=[C:27]2[C:22]([CH2:23][CH2:24][CH2:25][C:26]2=[O:29])=[CH:21][CH:20]=1>O1CCCC1>[N:7]1[C:16]2[C:11](=[CH:12][CH:13]=[CH:14][CH:15]=2)[CH:10]=[CH:9][C:8]=1[CH2:17][O:18][C:19]1[CH:28]=[C:27]2[C:22]([CH2:23][CH2:24][CH2:25][CH:26]2[OH:29])=[CH:21][CH:20]=1 |f:0.1.2.3.4.5|. Procedure details: To a solution of 0.62 g (16.33 mmol) lithium aluminum hydride in 80 mL tetrahydrofuran under nitrogen at 0° C. is added dropwise with stirring a solution of 5.0 g (16.48 mmol) of 3,4-dihydro-7-(2-quinolinylmethoxy)-1(2H)-naphthalenone over 1 minute. The ice bath is removed and after 1 hour the reaction is worked up according to Micovic and Mihailovic1. The crude product is recrystallized from ethylacetate/hexane and affords 3.1 g (62%) of white crystals, m.p. 113°-115° C. The reactants are CCCCNS(=O)(=O)c1cc(C(=O)O)ccc1Cl, Cl, O=S(Cl)Cl. Product: CCCCNS(=O)(=O)c1cc(C(=O)Cl)ccc1Cl. RXN SMILES: [CH2:1]([CH2:2][CH2:3][CH3:4])[NH:5][S:6](=[O:7])(=[O:8])[c:9]1[cH:10][c:11]([C:12](=[O:13])[OH:14])[cH:15][cH:16][c:17]1[Cl:18].[ClH:19].[S:20]([Cl:21])([Cl:22])=[O:23]>>[CH2:1]([CH2:2][CH2:3][CH3:4])[NH:5][S:6](=[O:7])(=[O:8])[c:9]1[cH:10][c:11]([C:12](=[O:13])[Cl:19])[cH:15][cH:16][c:17]1[Cl:18]. Run at time 16 hour. The reactants are NC1=C(C=C(C(=O)O)C=C1)O (4-Amino-3-hydroxybenzoic acid), C(=O)O (formic acid). The product is O1C=NC2=C1C=C(C=C2)C(=O)O (Benzoxazole-6-carboxylic acid). Procedure details: 4-Amino-3-hydroxybenzoic acid (2.200 g) and formic acid (20 ml) were heated at 117° C. for 4 h. The reaction mixture was cooled to ambient temperature and the precipitated solid collected by filtration, washed with diethyl ether and dried at reduced pressure. The solid (0.580 g) was heated at reflux with zinc chloride (2.00 g) and c.H2SO4 (2 drops) in xylene (150 ml) under a Dean and Stark for 16 h. On cooling, water was added and the brown solid collected by filtration and washed with water. Th... As a reaction SMILES: [NH2:1][C:2]1[CH:10]=[CH:9][C:5]([C:6]([OH:8])=[O:7])=[CH:4][C:3]=1[OH:11].[CH:12](O)=O>>[O:11]1[C:3]2[CH:4]=[C:5]([C:6]([OH:8])=[O:7])[CH:9]=[CH:10][C:2]=2[N:1]=[CH:12]1. Yields the product COC(CC(C)N1C=NC(=C1)NC(C(CCC)NC(CC1=CC(=CC(=C1)F)F)=O)=O)=O (3-(4-{2-[2-(3,5-Difluoro-phenyl)-acetylamino]-pentanoylamino}-imidazol-1-yl)-butyric acid methyl ester). As a reaction SMILES: [CH3:1][O:2][C:3](=[O:20])[CH2:4][CH:5]([N:7]1[CH:11]=[C:10]([NH:12][C:13](=[O:19])[CH:14]([NH2:18])[CH2:15][CH2:16][CH3:17])[N:9]=[CH:8]1)[CH3:6].[F:21][C:22]1[CH:23]=[C:24]([CH2:29][C:30](O)=[O:31])[CH:25]=[C:26]([F:28])[CH:27]=1>>[CH3:1][O:2][C:3](=[O:20])[CH2:4][CH:5]([N:7]1[CH:11]=[C:10]([NH:12][C:13](=[O:19])[CH:14]([NH:18][C:30](=[O:31])[CH2:29][C:24]2[CH:23]=[C:22]([F:21])[CH:27]=[C:26]([F:28])[CH:25]=2)[CH2:15][CH2:16][CH3:17])[N:9]=[CH:8]1)[CH3:6]. Reactants: COC(CC(C)N1C=NC(=C1)NC(C(CCC)N)=O)=O (3-[4-(2-Amino-pentanoylamino)-imidazol-1-yl]-butyric acid methyl ester), FC=1C=C(C=C(C1)F)CC(=O)O ((3,5-Difluoro-phenyl)-acetic acid). Procedure details: 3-[4-(2-Amino-pentanoylamino)-imidazol-1-yl]-butyric acid methyl ester was coupled with (3,5-Difluoro-phenyl)-acetic acid to provide the title compound: Mixture of Diastereomers, MS m/z 437.2 (M+1). The diastereomers were separated using ChiralOD column, elute 85:15 heptane:ethanol; Flow Rate 85 mL/min. Diastereomer #1 (RT=9.39 min.) C13 NMR (100 MHz, CDCl3) 13.9, 18.9, 19.2, 21.5, 21.6, 28.3, 30.5, 35.9, 41.9, 42.2, 43.0, 50.6, 50.7, 52.1, 53.1, 102.7, 104.9, 112.3, 112.5, 132.2, 138.0, 169.2, ...